This data is from the Open Reaction Database (ORD), a public repository of structured organic reaction records. The task is: describe an organic reaction: reactants, conditions, products, and yield Reactants: CCO, Cl, CCOC(=O)c1ccc(-c2ccc(-c3ccc(C(F)(F)F)cc3)s2)cc1, [Na+], C1CCOC1, [OH-], O. The product is O=C(O)c1ccc(-c2ccc(-c3ccc(C(F)(F)F)cc3)s2)cc1. RXN SMILES: [CH3:36][CH2:37][OH:38].[ClH:34].[F:1][C:2]([c:3]1[cH:4][cH:5][c:6](-[c:9]2[cH:10][cH:11][c:12](-[c:14]3[cH:15][cH:16][c:17]([C:18](=[O:19])[O:20][CH2:21][CH3:22])[cH:23][cH:24]3)[s:13]2)[cH:7][cH:8]1)([F:25])[F:26].[Na+:28].[O:29]1[CH2:30][CH2:31][CH2:32][CH2:33]1.[OH-:27].[OH2:35]>>[F:1][C:2]([c:3]1[cH:4][cH:5][c:6](-[c:9]2[cH:10][cH:11][c:12](-[c:14]3[cH:15][cH:16][c:17]([C:18](=[O:19])[OH:20])[cH:23][cH:24]3)[s:13]2)[cH:7][cH:8]1)([F:25])[F:26].